Dataset: the Open Reaction Database (ORD), a public repository of structured organic reaction records. Task: describe an organic reaction: reactants, conditions, products, and yield Starting materials: [OH-].[K+] (potassium hydroxide), Cl (hydrochloric acid), C(CCC)OCCOC1=CC=C(C=C1)C=1C=CC2=C(C=C(CCN2CC#C[Si](C)(C)C)C(=O)OC)C1 (methyl 7-[4-(2-butoxyethoxy)phenyl]-1-(3-trimethylsilyl-2-propynyl)-2,3-dihydro-1-benzazepine-4-carboxylate). The solvent is C1CCOC1 (THF), CO (methanol). Reaction conditions: time 16 hour. Product: C(CCC)OCCOC1=CC=C(C=C1)C=1C=CC2=C(C=C(CCN2CC#C)C(=O)O)C1 (7-[4-(2-butoxyethoxy)phenyl]-1-(2-propynyl)-2,3-dihydro-1-benzazepine-4-carboxylic acid). The yield is 80.4%. As a reaction SMILES: [CH2:1]([O:5][CH2:6][CH2:7][O:8][C:9]1[CH:14]=[CH:13][C:12]([C:15]2[CH:16]=[CH:17][C:18]3[N:24]([CH2:25][C:26]#[C:27][Si](C)(C)C)[CH2:23][CH2:22][C:21]([C:32]([O:34]C)=[O:33])=[CH:20][C:19]=3[CH:36]=2)=[CH:11][CH:10]=1)[CH2:2][CH2:3][CH3:4].[OH-].[K+].Cl>C1COCC1.CO>[CH2:1]([O:5][CH2:6][CH2:7][O:8][C:9]1[CH:10]=[CH:11][C:12]([C:15]2[CH:16]=[CH:17][C:18]3[N:24]([CH2:25][C:26]#[CH:27])[CH2:23][CH2:22][C:21]([C:32]([OH:34])=[O:33])=[CH:20][C:19]=3[CH:36]=2)=[CH:13][CH:14]=1)[CH2:2][CH2:3][CH3:4] |f:1.2|. Reported procedure: In THF (7.8 ml)/methanol (7.8 ml) was dissolved methyl 7-[4-(2-butoxyethoxy)phenyl]-1-(3-trimethylsilyl-2-propynyl)-2,3-dihydro-1-benzazepine-4-carboxylate (0.78 g). To the solution was added 2N potassium hydroxide (7.8 ml), and the mixture was stirred at room temperature for 16 hours. pH was adjusted to approximate 4 with 6N hydrochloric acid, and the solvent was concentrated to half under reduced pressure. The concentrated material was extracted with ethyl acetate, and the extract was washed w... Reactants: CO (methanol), COC(C1=C(C=CC(=C1)OCCCOS(=O)(=O)C)NC(C)=O)=O (2-acetylamino-5-(3-methanesulfonyloxypropoxy)benzoic acid methyl ester), N1CCCCC1 (piperidine), C(=O)([O-])[O-].[K+].[K+] (K2CO3). Run in C(C)#N (acetonitrile). The product is [NH4+].[OH-] (NH4OH), COC(C1=C(C=CC(=C1)OCCCN1CCCCC1)NC(C)=O)=O (2-acetylamino-5-(3-piperidin-1-ylpropoxy)benzoic acid methyl ester). Yield: 61.0%. RXN SMILES: [CH3:1][O:2][C:3](=[O:23])[C:4]1[CH:9]=[C:8]([O:10][CH2:11][CH2:12][CH2:13]OS(C)(=O)=O)[CH:7]=[CH:6][C:5]=1[NH:19][C:20](=[O:22])[CH3:21].[NH:24]1[CH2:29][CH2:28][CH2:27][CH2:26][CH2:25]1.C([O-])([O-])=O.[K+].[K+].CO>C(#N)C>[NH4+:19].[OH-:2].[CH3:1][O:2][C:3](=[O:23])[C:4]1[CH:9]=[C:8]([O:10][CH2:11][CH2:12][CH2:13][N:24]2[CH2:29][CH2:28][CH2:27][CH2:26][CH2:25]2)[CH:7]=[CH:6][C:5]=1[NH:19][C:20](=[O:22])[CH3:21] |f:2.3.4,7.8|. Reported procedure: A mixture of the crude 2-acetylamino-5-(3-methanesulfonyloxypropoxy)benzoic acid methyl ester, piperidine (1.28 mL, 12.9 mmol) and K2CO3 (1.07 g, 7.7 mmol) in acetonitrile (12 mL) was heated at reflux temperature for 16 h. This reaction mixture was concentrated in vacuo and the crude residue partitioned between dichloromethane and water. The aqueous was extracted with dichloromethane (3×50 mL) and the combined organics washed with brine (1×50 mL), dried (MgSO4) and concentrated in vacuo. The res...